From a dataset of the Open Reaction Database (ORD), a public repository of structured organic reaction records. describe an organic reaction: reactants, conditions, products, and yield Reactants: C(C)OC(=O)C1=C(N=C(S1)C1=CC=C(C=C1)C(F)(F)F)CN(CC(=O)OCC)C(=O)OC(C)(C)C (4-[(tert-butoxycarbonyl-ethoxycarbonylmethyl-amino)-methyl]-2-(4-trifluoromethyl-phenyl)-thiazole-5-carboxylic acid ethyl ester), CC(C)(C)[O-].[K+] (KOtBu). Solvent: C1CCOC1 (THF), C1CCOC1 (THF). Reaction conditions: temperature -78 celsius, time 15 minute. Yields the product C(C)OC(=O)C1=C(C2=C(C=N1)N=C(S2)C2=CC=C(C=C2)C(F)(F)F)O (7-Hydroxy-2-(4-trifluoromethyl-phenyl)-thiazolo[4,5-c]pyridine-6-carboxylic acid ethyl ester). The yield is 0.1%. Reaction SMILES: C(O[C:4]([C:6]1[S:10][C:9]([C:11]2[CH:16]=[CH:15][C:14]([C:17]([F:20])([F:19])[F:18])=[CH:13][CH:12]=2)=[N:8][C:7]=1[CH2:21][N:22](C(OC(C)(C)C)=O)[CH2:23][C:24]([O:26][CH2:27][CH3:28])=[O:25])=[O:5])C.CC([O-])(C)C.[K+]>C1COCC1>[CH2:27]([O:26][C:24]([C:23]1[N:22]=[CH:21][C:7]2[N:8]=[C:9]([C:11]3[CH:12]=[CH:13][C:14]([C:17]([F:20])([F:18])[F:19])=[CH:15][CH:16]=3)[S:10][C:6]=2[C:4]=1[OH:5])=[O:25])[CH3:28] |f:1.2|. Reported procedure: A mixture of 4-[(tert-butoxycarbonyl-ethoxycarbonylmethyl-amino)-methyl]-2-(4-trifluoromethyl-phenyl)-thiazole-5-carboxylic acid ethyl ester (302 mg, 0.58 mol) in THF (5 mL) was added drop wise a solution of 1 M KOtBu in THF (702 μL, 0.70 mmol) at −78° C. The mixture was stirred at −78° C. for 15 min, warmed to room temperature and stirred at that temperature for 1.5 h before it was quenched with brine, extracted with ethyl acetate. The organic layer was washed with brine, dried over anhydrous s... Starting materials: CC(C)(C)c1nc2ccc(Cl)c(S(=O)(=O)Cl)c2o1, CCO, CI, [Na+], [Na+], [Na+], O=C([O-])O, O, O=S([O-])[O-]. Product: CC(C)(C)c1nc2ccc(Cl)c(S(C)(=O)=O)c2o1. Reaction SMILES: [C:12]([CH3:13])([CH3:14])([CH3:15])[c:16]1[o:17][c:18]2[c:19]([n:20]1)[cH:21][cH:22][c:23]([Cl:29])[c:24]2[S:25](=[O:26])(=[O:27])[Cl:28].[CH3:33][CH2:34][OH:35].[I:30][CH3:31].[Na+:11].[Na+:5].[Na+:6].[O-:7][C:8]([OH:9])=[O:10].[OH2:32].[S:1]([O-:2])([O-:3])=[O:4]>>[CH3:8][S:25]([c:24]1[c:18]2[o:17][c:16]([C:12]([CH3:13])([CH3:14])[CH3:15])[n:20][c:19]2[cH:21][cH:22][c:23]1[Cl:29])(=[O:26])=[O:27]. The reactants are BrC1=C(C(=CC=C1C)[N+](=O)[O-])C=CN(C)C ([2-(2-Bromo-3-methyl-6-nitro-phenyl)vinyl]-dimethyl-amine). The reagents and catalysts are [Zn] (Zn). Run in CC(=O)O.O (AcOH H2O), O (water). Run at temperature 0 celsius. Product: BrC1=C2C=CNC2=CC=C1C (4-Bromo-5-methylindole). The yield is 19.0%. RXN SMILES: [Br:1][C:2]1[C:7]([CH3:8])=[CH:6][CH:5]=[C:4]([N+]([O-])=O)[C:3]=1[CH:12]=[CH:13][N:14](C)C>CC(O)=O.O.O.[Zn]>[Br:1][C:2]1[C:7]([CH3:8])=[CH:6][CH:5]=[C:4]2[C:3]=1[CH:12]=[CH:13][NH:14]2 |f:1.2|. Procedure details: [2-(2-Bromo-3-methyl-6-nitro-phenyl)vinyl]-dimethyl-amine (10 g) was dissolved in AcOH/H2O (100 mL:25 mL), cooled to 0° C. and treated with Zn (30 g) added slowly in portions. After complete addition, the reaction mixture was heated at 110° C. overnight. The mixture was diluted with water and extracted with EtOAc. The organic layer was dried over Na2SO4 and concentrated to give the crude product. The crude product was purified by silica gel column chromatography to afford the title compound (1.4... Reactants: ClC1=C(C=CC=C1)C1C(=C(NC(=C1C(=O)OC)C)COCC=1N(C=CN1)CC1=CC=CC=C1)C(=O)OCC (4-(2-Chlorophenyl)-2-[(1-benzyl-2-imidazolyl)methoxymethyl]-3-ethoxycarbonyl-5-methoxycarbonyl-6-methyl-1,4-dihydropyridine), Cl (hydrogen chloride), hydrochloride salt, Cl (hydrogen chloride), CC(=O)C (acetone). Reagents/catalysts: [Pd] (palladium on charcoal). Run in C(C)O (ethanol). Run at time 8 hour. Yields the product Cl.ClC1=C(C=CC=C1)C1C(=C(NC(=C1C(=O)OC)C)COCC=1NC=CN1)C(=O)OCC (4-(2-Chlorophenyl)-3-ethoxycarbonyl-2-[(2-imidazolyl)methoxymethyl]-5-methoxycarbonyl-6-methyl-1,4-dihydropyridine, hydrochloride salt). The yield is 47.8%. Reaction SMILES: [Cl:1][C:2]1[CH:7]=[CH:6][CH:5]=[CH:4][C:3]=1[CH:8]1[C:13]([C:14]([O:16][CH3:17])=[O:15])=[C:12]([CH3:18])[NH:11][C:10]([CH2:19][O:20][CH2:21][C:22]2[N:23](CC3C=CC=CC=3)[CH:24]=[CH:25][N:26]=2)=[C:9]1[C:34]([O:36][CH2:37][CH3:38])=[O:35].Cl.CC(C)=O>C(O)C.[Pd]>[ClH:1].[Cl:1][C:2]1[CH:7]=[CH:6][CH:5]=[CH:4][C:3]=1[CH:8]1[C:13]([C:14]([O:16][CH3:17])=[O:15])=[C:12]([CH3:18])[NH:11][C:10]([CH2:19][O:20][CH2:21][C:22]2[NH:26][CH:25]=[CH:24][N:23]=2)=[C:9]1[C:34]([O:36][CH2:37][CH3:38])=[O:35] |f:5.6|. Procedure details: 4-(2-Chlorophenyl)-2-[(1-benzyl-2-imidazolyl)methoxymethyl]-3-ethoxycarbonyl-5-methoxycarbonyl-6-methyl-1,4-dihydropyridine (Example 10) (2 g) was dissolved in ethanol (70 ml) and acidified with hydrogen chloride gas. Then 10% palladium on charcoal catalyst (0.25 g) was added and the suspension was stirred under hydrogen at 50 p.s.i and room temperature overnight. Examination of the reaction mixture by t.l.c. showed that about one third of the starting material had been converted to a more polar... Starting materials: C(C)(=O)C=1C=CC(=C(C(=O)NC2=NC=C(C=C2)Cl)C1)NC(=O)C1CCN(CC1)C(=O)OC(C)(C)C (5-acetyl-2-[(1-tert-butoxycarbonylpiperidin-4-ylcarbonyl)amino]-N-(5-chloropyridin-2-yl)benzamide), [BH4-].[Na+] (sodium borohydride), O (water). Solvent: CO (methanol). Reaction conditions: time 5 minute. The product is C(C)(C)(C)OC(=O)N1CCC(CC1)C(=O)NC1=C(C(=O)NC2=NC=C(C=C2)Cl)C=C(C=C1)C(C)O (2-[(1-tert-Butoxycarbonylpiperidin-4-ylcarbonyl)amino]-N-(5-chloropyridin-2-yl)-5-(1-hydroxyethyl)benzamide). Isolated yield 97.3%. As a reaction SMILES: [C:1]([C:4]1[CH:5]=[CH:6][C:7]([NH:20][C:21]([CH:23]2[CH2:28][CH2:27][N:26]([C:29]([O:31][C:32]([CH3:35])([CH3:34])[CH3:33])=[O:30])[CH2:25][CH2:24]2)=[O:22])=[C:8]([CH:19]=1)[C:9]([NH:11][C:12]1[CH:17]=[CH:16][C:15]([Cl:18])=[CH:14][N:13]=1)=[O:10])(=[O:3])[CH3:2].[BH4-].[Na+].O>CO>[C:32]([O:31][C:29]([N:26]1[CH2:27][CH2:28][CH:23]([C:21]([NH:20][C:7]2[CH:6]=[CH:5][C:4]([CH:1]([OH:3])[CH3:2])=[CH:19][C:8]=2[C:9]([NH:11][C:12]2[CH:17]=[CH:16][C:15]([Cl:18])=[CH:14][N:13]=2)=[O:10])=[O:22])[CH2:24][CH2:25]1)=[O:30])([CH3:35])([CH3:33])[CH3:34] |f:1.2|. Procedure details: To a stirring solution of 5-acetyl-2-[(1-tert-butoxycarbonylpiperidin-4-ylcarbonyl)amino]-N-(5-chloropyridin-2-yl)benzamide (0.48 g, 0.96 mmol) in methanol (20 mL),was added sodium borohydride (36 mg, 0.96 mmol). The reaction was stirred at room temperature for 5 min, treated with water, and concentrated in vacuo. The residual mixture was partitioned between ethyl acetate and water and the layers separated. The organic phase was washed with brine, dried over magnesium sulfate, filtered, and conc... Starting materials: COc1cccc(CC(CC#N)c2ccccc2)c1OC, CCO, [Na+], [OH-], O. Yields the product COc1cccc(CC(CC(=O)O)c2ccccc2)c1OC. As a reaction SMILES: [CH3:1][O:2][c:3]1[c:4]([CH2:11][CH:12]([CH2:13][C:14]#[N:15])[c:16]2[cH:17][cH:18][cH:19][cH:20][cH:21]2)[cH:5][cH:6][cH:7][c:8]1[O:9][CH3:10].[CH3:25][CH2:26][OH:27].[Na+:23].[OH-:22].[OH2:24]>>[CH3:1][O:2][c:3]1[c:4]([CH2:11][CH:12]([CH2:13][C:14](=[O:22])[OH:24])[c:16]2[cH:17][cH:18][cH:19][cH:20][cH:21]2)[cH:5][cH:6][cH:7][c:8]1[O:9][CH3:10]. The reactants are OCC(N)(CO)CO (tris(hydroxymethyl)methylamine), C(Cl)C1CO1 (epichlorhydrin). The solvent is O (water). Run at time 1 hour. Yields the product ClCC(O)CNC(CO)(CO)CO (ClCH2CH(OH)CH2NHC(CH2OH)3). As a reaction SMILES: [OH:1][CH2:2][C:3]([CH2:7][OH:8])([CH2:5][OH:6])[NH2:4].[CH2:9]([CH:11]1[O:13][CH2:12]1)[Cl:10]>O>[Cl:10][CH2:9][CH:11]([CH2:12][NH:4][C:3]([CH2:7][OH:8])([CH2:5][OH:6])[CH2:2][OH:1])[OH:13]. Procedure: 12.1 Grams (0.1 mol) of tris(hydroxymethyl)methylamine (from Aldrich Chemical Co.) is dissolved in 125 ml of water. To this solution is slowly added about 0.12 mole (a 20% excess) of epichlorhydrin (Aldrich Chemical). After stirring for one hour at ambient temperature, the solution is extracted twice using 50 ml of methylene chloride to remove the unreacted epichlorhydrin. The aqueous phase containing the reactive Cl-compound is used immediately.